Dataset: the Open Reaction Database (ORD), a public repository of structured organic reaction records. Task: describe an organic reaction: reactants, conditions, products, and yield RXN SMILES: [NH2:1][C:2]1[N:6]([C:7]2[CH:12]=[CH:11][C:10]([F:13])=[CH:9][CH:8]=2)[N:5]=[CH:4][C:3]=1[C:14]([NH:16][CH2:17][C:18]1([C:21]([F:24])([F:23])[F:22])[CH2:20][O:19]1)=[O:15].[CH2:25]([NH2:32])[C:26]1[CH:31]=[CH:30][CH:29]=[CH:28][CH:27]=1>O1CCOCC1>[NH2:1][C:2]1[N:6]([C:7]2[CH:12]=[CH:11][C:10]([F:13])=[CH:9][CH:8]=2)[N:5]=[CH:4][C:3]=1[C:14]([NH:16][CH2:17][C:18]([OH:19])([CH2:20][NH:32][CH2:25][C:26]1[CH:31]=[CH:30][CH:29]=[CH:28][CH:27]=1)[C:21]([F:22])([F:23])[F:24])=[O:15]. Run in O1CCOCC1 (dioxane). Reported procedure: To 5-amino-1-(4-fluorophenyl)-N-{[2-(trifluoromethyl)-2-oxiranyl]methyl}-1H-pyrazole-4-carboxamide (15.3 g) in dioxane (250 ml) was added benzylamine (5.76 ml). The mixture was stirred at room temperature for 16 hours and then for a further 4 hours to ensure the reaction was complete. The orange solution was concentrated in vacuo to give an orange oil (which still contained some solvent). The oil was dried on the vacuum line to give the title compound (20.50 g) as an orange solid. Starting materials: NC1=C(C=NN1C1=CC=C(C=C1)F)C(=O)NCC1(OC1)C(F)(F)F (5-amino-1-(4-fluorophenyl)-N-{[2-(trifluoromethyl)-2-oxiranyl]methyl}-1H-pyrazole-4-carboxamide), C(C1=CC=CC=C1)N (benzylamine). The product is NC1=C(C=NN1C1=CC=C(C=C1)F)C(=O)NCC(C(F)(F)F)(CNCC1=CC=CC=C1)O (5-Amino-1-(4-fluorophenyl)-N-(3,3,3-trifluoro-2-hydroxy-2-{[(phenylmethyl)amino]methyl}propyl)-1H-pyrazole-4-carboxamide). Conditions: time 16 hour. Reactants: CC(C)(C)OC(=O)N1CCC(O)(c2ccc(Cl)cc2)C1, ClCCl, O=C(O)C(F)(F)F. The product is OC1(c2ccc(Cl)cc2)CCNC1. Reaction SMILES: [C:1]([O:2][C:3](=[O:4])[N:8]1[CH2:9][C:10]([OH:13])([c:14]2[cH:15][cH:16][c:17]([Cl:20])[cH:18][cH:19]2)[CH2:11][CH2:12]1)([CH3:5])([CH3:6])[CH3:7].[Cl:28][CH2:29][Cl:30].[OH:21][C:22]([C:23]([F:24])([F:25])[F:26])=[O:27]>>[NH:8]1[CH2:9][C:10]([OH:13])([c:14]2[cH:15][cH:16][c:17]([Cl:20])[cH:18][cH:19]2)[CH2:11][CH2:12]1. Reactants: [I-].C[NH+]1CN(CC(C1)C1=NC(=NO1)C)C(C1=CC=CC=C1)(C1=CC=CC=C1)C1=CC=CC=C1 (1-Methyl-3 -triphenylmethyl-5(3-methyl-1,2,4-oxadiazol-5-yl)-1,4,5,6-tetrahydropyrimidinium Iodide), Cl (HCl). Reported procedure: 1-Methyl-3 -triphenylmethyl-5(3-methyl-1,2,4-oxadiazol-5-yl)-1,4,5,6-tetrahydropyrimidinium Iodide (330 mg, 0.6 mmol) was dissolved in TFA (1 mL) with stirring in a stoppered round bottom flask at room temperature. After 18 hours stirring the excess TFA was evaporated in vacuo, and the dark residue triturated with ether. The ether was decanted leaving an oily residue that was taken up in ice cold sat. Na2CO3 and then extracted with chloroform. After drying and evaporation the chloroform fraction... As a reaction SMILES: [I-].C[NH+:3]1[CH2:8][CH:7]([C:9]2[O:13][N:12]=[C:11]([CH3:14])[N:10]=2)[CH2:6][N:5]([C:15](C2C=CC=CC=2)(C2C=CC=CC=2)C2C=CC=CC=2)[CH2:4]1.[ClH:34]>C(O)(C(F)(F)F)=O>[ClH:34].[CH3:15][N:5]1[CH2:6][CH:7]([C:9]2[O:13][N:12]=[C:11]([CH3:14])[N:10]=2)[CH2:8][N:3]=[CH:4]1 |f:0.1,4.5|. Run in C(=O)(C(F)(F)F)O (TFA), C(=O)(C(F)(F)F)O (TFA). The product is Cl.CN1C=NCC(C1)C1=NC(=NO1)C (1-Methyl-5(3-methyl-1,2,4-oxadiazol-5-yl)-1,4,5,6-tetrahydropyrimidine HCl).